This data is from the Open Reaction Database (ORD), a public repository of structured organic reaction records. The task is: describe an organic reaction: reactants, conditions, products, and yield The reactants are C(#N)C=1C=C(C=O)C=CC1 (3-cyanobenzaldehyde), [H-].[Na+] (sodium hydride), BrCC=1C=C(C=CC1)C1=CC(=CC=C1)C#N (3′-bromomethylbiphenyl-3-carbonitrile), P(OCC)(OCC)OCC (triethyl phosphite), C(#N)C=1C=C(C=CC1)C1=CC(=CC=C1)CP(OCC)(OCC)=O (diethyl 3′-cyanobiphenyl-3-ylmethylphosphonate). Run in COCCOC (ethylene glycol dimethyl ether). Conditions: time 6 hour. Product: C(#N)C=1C=C(C=CC1)C=CC=1C=C(C=CC1)C1=CC(=CC=C1)C#N (3′-[2-(3-cyanophenyl)vinyl]biphenyl-3-carbonitrile). Isolated yield 16.5%. As a reaction SMILES: Br[CH2:2][C:3]1[CH:4]=[C:5]([C:9]2[CH:14]=[CH:13][CH:12]=[C:11]([C:15]#[N:16])[CH:10]=2)[CH:6]=[CH:7][CH:8]=1.P(OCC)(OCC)OCC.[C:27]([C:29]1[CH:30]=[C:31]([C:35]2C=CC=C(CP(=O)(OCC)OCC)C=2)[CH:32]=[CH:33][CH:34]=1)#[N:28].[H-].[Na+].C(C1C=C(C=CC=1)C=O)#N>COCCOC>[C:27]([C:29]1[CH:30]=[C:31]([CH:35]=[CH:2][C:3]2[CH:4]=[C:5]([C:9]3[CH:14]=[CH:13][CH:12]=[C:11]([C:15]#[N:16])[CH:10]=3)[CH:6]=[CH:7][CH:8]=2)[CH:32]=[CH:33][CH:34]=1)#[N:28] |f:3.4|. Procedure details: A solution of 5.0 g of 3′-bromomethylbiphenyl-3-carbonitrile and 5 ml of triethyl phosphite are mixed together and slowly heated to 150°. The mixture is stirred at 150° for 6 h and after customary working up 6.05 g of diethyl 3′-cyanobiphenyl-3-ylmethylphosphonate (“BA”) are obtained. 150 mg of sodium hydride are added with ice-cooling and under nitrogen to a solution of 1.0 g of “BA” and 3-cyanobenzaldehyde in 20 ml of ethylene glycol dimethyl ether. The mixture is stirred for 4 hours, worked u... Starting materials: [OH-].[Na+] (sodium hydroxide), ice, S(O)(O)(=O)=O (sulfuric acid), O.N1=CC=CC2=CC=C3C=CC=NC3=C12 (1,10-phenanthroline-hydrate), S(O)(O)(=O)=O (sulfuric acid), ice, S(O)(O)(=O)=O (sulfuric acid), [N+](=O)(O)[O-] (nitric acid), [N+](=O)(O)[O-] (nitric acid). Run at time 30 minute. The product is N1=CC=CC=2C(C(C3=CC=CN=C3C12)=O)=O (1,10-phenanthroline-5,6-dione). As a reaction SMILES: [OH2:1].[N:2]1[C:15]2[C:6](=[CH:7][CH:8]=[C:9]3[C:14]=2[N:13]=[CH:12][CH:11]=[CH:10]3)[CH:5]=[CH:4][CH:3]=1.S(=O)(=O)(O)O.[N+]([O-])(O)=O.[OH-:25].[Na+]>>[N:2]1[C:15]2[C:14]3[C:9](=[CH:10][CH:11]=[CH:12][N:13]=3)[C:8](=[O:1])[C:7](=[O:25])[C:6]=2[CH:5]=[CH:4][CH:3]=1 |f:0.1,4.5|. Procedure: 25 g of 1,10-phenanthroline-hydrate was dissolved into 125 ml of 20% fuming sulfuric acid. The sulfuric acid was heated at the temperature of 110° to 125° C., and 33 ml of 72% concentrated nitric acid was added into the sulfuric acid. While the mixed solution was current-circulated at the temperature of 143° C. for 30 minutes, 66 ml of 72% concentrated nitric acid was added into the mixed solution. Then, the mixed solution was stirred for 1.5 hours to promote its reaction. After the reaction, th... Reactants: BrC1=C(N=C(N=N1)N)C1=CC=CC=C1 (6-bromo-5-phenyl-1,2,4-triazin-3-amine), O1C(=CC=C1)B(O)O (2-furanboronic acid). Yields the product O1C(=CC=C1)C1=C(N=C(N=N1)N)C1=CC=CC=C1 (6-(Furan-2-yl)-5-phenyl-1,2,4-triazin-3-amine). Yield: 35.3%. RXN SMILES: Br[C:2]1[N:7]=[N:6][C:5]([NH2:8])=[N:4][C:3]=1[C:9]1[CH:14]=[CH:13][CH:12]=[CH:11][CH:10]=1.[O:15]1[CH:19]=[CH:18][CH:17]=[C:16]1B(O)O>>[O:15]1[CH:19]=[CH:18][CH:17]=[C:16]1[C:2]1[N:7]=[N:6][C:5]([NH2:8])=[N:4][C:3]=1[C:9]1[CH:14]=[CH:13][CH:12]=[CH:11][CH:10]=1. Procedure details: 6-(Furan-2-yl)-5-phenyl-1,2,4-triazin-3-amine (100 mg, 35%) was prepared from 6-bromo-5-phenyl-1,2,4-triazin-3-amine (0.3 g, 1.19 mmol) and 2-furanboronic acid (0.16 g, 1.428 mmol) according to the general procedure of Example 1. Reactants: ClC1=C2C(=NC=C1)C=C(S2)C(=O)N2[C@@H](CCC2)COC (7-chloro-2-[(S)-2-(methoxymethyl)pyrrolidine-1-carbonyl]thieno[3,2-b]pyridine), CNC(=O)C=1C2=C(SC1C)C=C(C=C2)O (6-hydroxy-2-methylbenzo[b]thiophene-3-carboxylic acid methylamide), C(=O)([O-])[O-].[Cs+].[Cs+] (Cs2CO3). Product: CNC(=O)C=1C2=C(SC1C)C=C(C=C2)OC2=C1C(=NC=C2)C=C(S1)C(=O)N1[C@@H](CCC1)COC (6-(2-[(S)-2-(methoxymethyl)pyrrolidine-1-carbonyl]thieno[3,2-b]pyridin-7-yloxy)-2-methylbenzo[b]thiophene-3-carboxylic acid methylamide). The yield is 71.8%. As a reaction SMILES: Cl[C:2]1[CH:7]=[CH:6][N:5]=[C:4]2[CH:8]=[C:9]([C:11]([N:13]3[CH2:17][CH2:16][CH2:15][C@H:14]3[CH2:18][O:19][CH3:20])=[O:12])[S:10][C:3]=12.[CH3:21][NH:22][C:23]([C:25]1[C:26]2[CH:34]=[CH:33][C:32]([OH:35])=[CH:31][C:27]=2[S:28][C:29]=1[CH3:30])=[O:24].C([O-])([O-])=O.[Cs+].[Cs+]>>[CH3:21][NH:22][C:23]([C:25]1[C:26]2[CH:34]=[CH:33][C:32]([O:35][C:2]3[CH:7]=[CH:6][N:5]=[C:4]4[CH:8]=[C:9]([C:11]([N:13]5[CH2:17][CH2:16][CH2:15][C@H:14]5[CH2:18][O:19][CH3:20])=[O:12])[S:10][C:3]=34)=[CH:31][C:27]=2[S:28][C:29]=1[CH3:30])=[O:24] |f:2.3.4|. Procedure details: This material was prepared by the reaction of 7-chloro-2-[(S)-2-(methoxymethyl)pyrrolidine-1-carbonyl]thieno[3,2-b]pyridine 2a (153 mg, 0.5 mmole) with 6-hydroxy-2-methylbenzo[b]thiophene-3-carboxylic acid methylamide 1d (164 mg, 0.7 mmole) and Cs2CO3 (868 mg, 2.7 mmole) in a manner as previously described for example 1 to give 178 mg (73%) of a yellow solid. 1H NMR (DMSO-d6): δ8.57 (1H, d, J=5.4 Hz, 8.29 (1H, q, J=4.5 Hz), 8.02 (1H, s), 7.95 (1H, d, J=2.2 Hz), 7.85 (1H, d, J=8.8 Hz), 7.32 (1H, ... The reactants are NC=1C(=C(C(=O)O)C=CC1)C1CC1 (3-amino-2-cyclopropylbenzoic acid), C(\C=C\C)=O ((E)-but-2-enal), C(Cl)Cl (DCM), [OH-].[Na+] (sodium hydroxide). The solvent is Cl (HCl). The product is C1(CC1)C=1C(=CC=C2C=CC(=NC12)C)C(=O)O (8-cyclopropyl-2-methylquinoline-7-carboxylic acid). The yield is 27.7%. Reaction SMILES: [NH2:1][C:2]1[C:3]([CH:11]2[CH2:13][CH2:12]2)=[C:4]([CH:8]=[CH:9][CH:10]=1)[C:5]([OH:7])=[O:6].[CH:14](=O)/[CH:15]=[CH:16]/[CH3:17].[OH-].[Na+].C(Cl)Cl>Cl>[CH:11]1([C:3]2[C:4]([C:5]([OH:7])=[O:6])=[CH:8][CH:9]=[C:10]3[C:2]=2[N:1]=[C:16]([CH3:17])[CH:15]=[CH:14]3)[CH2:12][CH2:13]1 |f:2.3|. Procedure details: A solution of 3-amino-2-cyclopropylbenzoic acid (0.507 g, 2.86 mmol) in 6 N HCl (8 mL) was added (E)-but-2-enal (0.47 mL, 5.72 mmol) dropwise at reflux. The reaction mixture was stirred at reflux for 2 hours. After cooling to ambient temperature, the reaction mixture was basified with sodium hydroxide to about pH 12 and DCM (20 mL) was added. The aqueous layer was separated and acidified with saturated potassium hydrogen sulfate to about pH 3-4. The aqueous layer was then extracted with 3:1 CHCl... Reactants: C=CCC1(C)CC(c2cccc(Cl)c2)C(c2ccc(Cl)cc2)N(C(CC)C(=O)OC(C)(C)C)C1=O, COc1ccccc1, O=C(O)C(F)(F)F. Yields the product C=CCC1(C)CC(c2cccc(Cl)c2)C(c2ccc(Cl)cc2)N(C(CC)C(=O)O)C1=O. As a reaction SMILES: [CH2:1]([CH:2]=[CH2:3])[C:4]1([CH3:35])[C:5](=[O:34])[N:6]([CH:24]([C:25](=[O:26])[O:27][C:28]([CH3:29])([CH3:30])[CH3:31])[CH2:32][CH3:33])[CH:7]([c:17]2[cH:18][cH:19][c:20]([Cl:23])[cH:21][cH:22]2)[CH:8]([c:10]2[cH:11][c:12]([Cl:16])[cH:13][cH:14][cH:15]2)[CH2:9]1.[CH3:36][O:37][c:38]1[cH:39][cH:40][cH:41][cH:42][cH:43]1.[F:44][C:45]([F:46])([F:47])[C:48]([OH:49])=[O:50]>>[CH2:1]([CH:2]=[CH2:3])[C:4]1([CH3:35])[C:5](=[O:34])[N:6]([CH:24]([C:25](=[O:26])[OH:27])[CH2:32][CH3:33])[CH:7]([c:17]2[cH:18][cH:19][c:20]([Cl:23])[cH:21][cH:22]2)[CH:8]([c:10]2[cH:11][c:12]([Cl:16])[cH:13][cH:14][cH:15]2)[CH2:9]1. The reactants are C(C)(=O)N1CCC2=CC(=C(C=C12)Br)SCCC (1-Acetyl-6-bromo-5-propylthioindoline), C(=O)([O-])[O-].[K+].[K+] (K2CO3), IC (iodomethane). Solvent: CS(=O)C (DMSO). Product: C(C)(=O)N1CCC2=CC(=C(C=C12)Br)SC (1-Acetyl-6-bromo-5-methylthioindoline). Isolated yield 92.1%. Reaction SMILES: [C:1]([N:4]1[C:12]2[C:7](=[CH:8][C:9]([S:14][CH2:15]CC)=[C:10]([Br:13])[CH:11]=2)[CH2:6][CH2:5]1)(=[O:3])[CH3:2].C([O-])([O-])=O.[K+].[K+].IC>CS(C)=O>[C:1]([N:4]1[C:12]2[C:7](=[CH:8][C:9]([S:14][CH3:15])=[C:10]([Br:13])[CH:11]=2)[CH2:6][CH2:5]1)(=[O:3])[CH3:2] |f:1.2.3|. Procedure: The thiol (D79) (0.35 g, 1.29 mmol) was treated with K2CO3 (0.20 g, 1.45 mmol) and iodomethane (0.24 ml, 3.85 mmol) in DMSO (15 ml) at 50° C. as in the method of Description 80 to afford the title compound (0.34 g, 92%) as an off-white solid.